From a dataset of the Open Reaction Database (ORD), a public repository of structured organic reaction records. describe an organic reaction: reactants, conditions, products, and yield Starting materials: Intermediate 2, CO (MeOH), TEA, FC1=C(C=C(C(=O)N(CC(F)(F)F)CC(F)(F)F)C=C1)[N+](=O)[O-] (4-fluoro-3-nitro-N,N-bis(2,2,2-trifluoroethyl)benzamide), C1(CCC1)CN (cyclobutylmethyl amine). The solvent is CCO (EtOH). The product is C1(CCC1)CNC1=C(C=C(C(=O)N(CC(F)(F)F)CC(F)(F)F)C=C1)[N+](=O)[O-] (4-[(Cyclobutylmethyl)amino]-3-nitro-N,N-bis(2,2,2-trifluoroethyl)benzamide). As a reaction SMILES: F[C:2]1[CH:20]=[CH:19][C:5]([C:6]([N:8]([CH2:14][C:15]([F:18])([F:17])[F:16])[CH2:9][C:10]([F:13])([F:12])[F:11])=[O:7])=[CH:4][C:3]=1[N+:21]([O-:23])=[O:22].[CH:24]1([CH2:28][NH2:29])[CH2:27][CH2:26][CH2:25]1.CO>CCO>[CH:24]1([CH2:28][NH:29][C:2]2[CH:20]=[CH:19][C:5]([C:6]([N:8]([CH2:9][C:10]([F:13])([F:12])[F:11])[CH2:14][C:15]([F:16])([F:18])[F:17])=[O:7])=[CH:4][C:3]=2[N+:21]([O-:23])=[O:22])[CH2:27][CH2:26][CH2:25]1. Procedure: Following the general procedure for Intermediate 2 using 4-fluoro-3-nitro-N,N-bis(2,2,2-trifluoroethyl)benzamide (237 mg, 0.680 mmol) and cyclobutylmethyl amine (0.205 mL of a 4M/MeOH solution, 0.816 mmol) in 3 mL of EtOH containing TEA (0.140 mL, 1.02 mmol). The product was purified by flash chromatography on silica gel using 3:1/hexanes:EtOAc as eluent. Yield: 262 mg (93%); 1H NMR (400 MHz, CHLOROFORM-D) δ 1.83 (m, 2H), 1.97 (m, 1H), 2.02 (m, 1H), 2.20 (m, 2H), 2.73 (m, 1H), 3.37 (m, 2H), 4.27... Reactants: NC1=CC(=NC(=C1C#N)OCC)N (4,6-diamino-2-ethoxy-nicotinonitrile), C(C(=O)Cl)(=O)Cl (oxalyl chloride), COC=1C=C(C=CC1)CC(=O)O ((3-methoxyphenyl)acetic acid). Solvent: N1=CC=CC=C1 (pyridine), C(Cl)Cl (CH2Cl2), O (water). Reaction conditions: time 5 minute. Product: NC1=CC(=NC(=C1C#N)OCC)NC(CC1=CC(=CC=C1)OC)=O (N-(4-amino-5-cyano-6-ethoxypyridin-2-yl)-2-(3-methoxyphenyl)acetamide). Yield: 19.7%. Reaction SMILES: [CH3:1][O:2][C:3]1[CH:4]=[C:5]([CH2:9][C:10]([OH:12])=O)[CH:6]=[CH:7][CH:8]=1.C(Cl)(=O)C(Cl)=O.[NH2:19][C:20]1[C:25]([C:26]#[N:27])=[C:24]([O:28][CH2:29][CH3:30])[N:23]=[C:22]([NH2:31])[CH:21]=1>C(Cl)Cl.N1C=CC=CC=1.O>[NH2:19][C:20]1[C:25]([C:26]#[N:27])=[C:24]([O:28][CH2:29][CH3:30])[N:23]=[C:22]([NH:31][C:10](=[O:12])[CH2:9][C:5]2[CH:6]=[CH:7][CH:8]=[C:3]([O:2][CH3:1])[CH:4]=2)[CH:21]=1. Procedure: To a solution of 28 mg (0.17 mmol) of (3-methoxyphenyl)acetic acid in 0.5 mL of CH2Cl2 (or the minimum amount necessary for dissolution) was added 20 μL (0.22 mmol) of oxalyl chloride. The solution was swirled, allowed to stand for 5 minutes at ambient temperature, then added to a solution of 30 mg (0.14 mmol) of 4,6-diamino-2-ethoxy-nicotinonitrile in 0.5 mL of pyridine. The mixture was shaken for 15 minutes, diluted with 1 mL of water and concentrated under reduced pressure. The residue was ta... The reactants are [N+](=O)([O-])C1=CC=C(OC=2C=C(N)C=CC2)C=C1 (3-(4-nitrophenoxy)aniline), C(#N)C1(CC1)C=1C=C(C(=O)O)C=CC1 (3-(1-cyanocyclopropyl)benzoic acid), Cl.C(C)N=C=NCCCN(C)C (1-ethyl-3-(3-dimethylaminopropyl)carbodiimide hydrochloride). Reagents/catalysts: CN(C1=CC=NC=C1)C (N,N-dimethylpyridine-4-amine). Solvent: N1=CC=CC=C1 (pyridine). Product: C(#N)C1(CC1)C=1C=C(C(=O)NC2=CC(=CC=C2)OC2=CC=C(C=C2)[N+](=O)[O-])C=CC1 (3-(1-cyanocyclopropyl)-N-[3-(4-nitrophenoxy)phenyl]benzamide). Yield: 91.9%. RXN SMILES: [N+:1]([C:4]1[CH:17]=[CH:16][C:7]([O:8][C:9]2[CH:10]=[C:11]([CH:13]=[CH:14][CH:15]=2)[NH2:12])=[CH:6][CH:5]=1)([O-:3])=[O:2].[C:18]([C:20]1([C:23]2[CH:24]=[C:25]([CH:29]=[CH:30][CH:31]=2)[C:26](O)=[O:27])[CH2:22][CH2:21]1)#[N:19].Cl.C(N=C=NCCCN(C)C)C>CN(C)C1C=CN=CC=1.N1C=CC=CC=1>[C:18]([C:20]1([C:23]2[CH:24]=[C:25]([CH:29]=[CH:30][CH:31]=2)[C:26]([NH:12][C:11]2[CH:13]=[CH:14][CH:15]=[C:9]([O:8][C:7]3[CH:16]=[CH:17][C:4]([N+:1]([O-:3])=[O:2])=[CH:5][CH:6]=3)[CH:10]=2)=[O:27])[CH2:21][CH2:22]1)#[N:19] |f:2.3|. Procedure: Using 3-(4-nitrophenoxy)aniline (3.21 g, 13.9 mmol) produced in Example A12(i), 3-(1-cyanocyclopropyl)benzoic acid (2.70 g, 14.4 mmol) produced in Example A1(iii), pyridine (100 mL), 1-ethyl-3-(3-dimethylaminopropyl)carbodiimide hydrochloride (3.20 g, 16.7 mmol) and N,N-dimethylpyridine-4-amine (122 mg, 997 μmol) as starting materials, and in the same manner as in Example A12(ii), the title compound (5.1 g, 91%) was obtained as a yellow amorphous substance. The reactants are COC(=O)[C@@H]1N(C(CCC1)=O)C(=O)OC(C)(C)C ((R)-6-oxopiperidine-1,2-dicarboxylic acid 1-tert-butyl ester 2-methyl ester), FC=1C=C(C=CC1F)[Mg]Br (3,4-difluorophenylmagnesium bromide). Run in C1CCOC1 (THF). Run at time 2 hour. Product: C(C)(C)(C)OC(=O)N[C@@H](C(=O)OC)CCCC(=O)C1=CC(=C(C=C1)F)F (methyl (R)-2-tert-butoxycarbonylamino-6-(3,4-difluorophenyl)-6-oxohexanoate). RXN SMILES: [CH3:1][O:2][C:3]([C@H:5]1[CH2:10][CH2:9][CH2:8][C:7](=[O:11])[N:6]1[C:12]([O:14][C:15]([CH3:18])([CH3:17])[CH3:16])=[O:13])=[O:4].[F:19][C:20]1[CH:21]=[C:22]([Mg]Br)[CH:23]=[CH:24][C:25]=1[F:26]>C1COCC1>[C:15]([O:14][C:12]([NH:6][C@H:5]([CH2:10][CH2:9][CH2:8][C:7]([C:23]1[CH:22]=[CH:21][C:20]([F:19])=[C:25]([F:26])[CH:24]=1)=[O:11])[C:3]([O:2][CH3:1])=[O:4])=[O:13])([CH3:18])([CH3:17])[CH3:16]. Reported procedure: To a solution of (R)-6-oxopiperidine-1,2-dicarboxylic acid 1-tert-butyl ester 2-methyl ester (820 mg) in THF (12 mL), 3,4-difluorophenylmagnesium bromide (0.5 M solution in THF, 7.0 mL) was added in a nitrogen atmosphere at −78° C. over 20 minutes. The reaction solution was stirred at −78° C. to −10° C. for two hours, and then quenched with a saturated ammonium chloride solution at −10° C. Water was added to the reaction solution, followed by extraction with ethyl acetate. The resulting extract ... Starting materials: CC1CNCC(C)N1, Cn1cc(C(=O)O)c(=O)c2cc3cc(F)c(Cl)cc3nc21, c1ccncc1. Product: CC1CN(c2cc3nc4c(cc3cc2F)c(=O)c(C(=O)O)cn4C)CC(C)N1. RXN SMILES: [CH3:22][CH:23]1[NH:24][CH:25]([CH3:29])[CH2:26][NH:27][CH2:28]1.[Cl:1][c:2]1[c:3]([F:21])[cH:4][c:5]2[c:6]([n:7][c:8]3[n:9]([CH3:19])[cH:10][c:11]([C:16](=[O:17])[OH:18])[c:12](=[O:15])[c:13]3[cH:14]2)[cH:20]1.[cH:30]1[cH:31][cH:32][n:33][cH:34][cH:35]1>>[c:2]1([N:27]2[CH2:26][CH:25]([CH3:29])[NH:24][CH:23]([CH3:22])[CH2:28]2)[c:3]([F:21])[cH:4][c:5]2[c:6]([n:7][c:8]3[n:9]([CH3:19])[cH:10][c:11]([C:16](=[O:17])[OH:18])[c:12](=[O:15])[c:13]3[cH:14]2)[cH:20]1. Starting materials: C(=O)(C(F)(F)F)O.C(Cl)Cl (TFA CH2Cl2), C(C)(C)(C)OC(=O)N1C2C(C(C1CC2)NS(=O)(=O)C2=CC=C(C=C2)OCC2=CC(=NC1=CC=CC=C21)C)C(=O)O (3-[4-(2-methyl-quinolin-4-ylmethoxy)-benzenesulfonylamino]-7-aza-bicyclo[2.2.1]heptane-2,7-dicarboxylic acid 7-tert-butyl ester), NO (hydroxylamine). The product is ONC(=O)C1C2CCC(C1NS(=O)(=O)C1=CC=C(C=C1)OCC1=CC(=NC3=CC=CC=C13)C)N2 (3-[4-(2-methyl-quinolin-4-ylmethoxy)-benzenesulfonylamino]-7-aza-bicyclo[2.2.1]heptane-2-carboxylic acid hydroxyamide), solid. Yield: 37.2%. As a reaction SMILES: C(OC([N:8]1[CH:12]2[CH2:13][CH2:14][CH:9]1[CH:10]([C:38]([OH:40])=O)[CH:11]2[NH:15][S:16]([C:19]1[CH:24]=[CH:23][C:22]([O:25][CH2:26][C:27]2[C:36]3[C:31](=[CH:32][CH:33]=[CH:34][CH:35]=3)[N:30]=[C:29]([CH3:37])[CH:28]=2)=[CH:21][CH:20]=1)(=[O:18])=[O:17])=O)(C)(C)C.[NH2:41][OH:42].C(O)(C(F)(F)F)=O.C(Cl)Cl>>[OH:42][NH:41][C:38]([CH:10]1[CH:11]([NH:15][S:16]([C:19]2[CH:24]=[CH:23][C:22]([O:25][CH2:26][C:27]3[C:36]4[C:31](=[CH:32][CH:33]=[CH:34][CH:35]=4)[N:30]=[C:29]([CH3:37])[CH:28]=3)=[CH:21][CH:20]=2)(=[O:17])=[O:18])[CH:12]2[NH:8][CH:9]1[CH2:14][CH2:13]2)=[O:40] |f:2.3|. Procedure details: According to the procedure of Example 24, Step 3, 0.05 g (0.088 mmol) of 3-[4-(2-methyl-quinolin-4-ylmethoxy)-benzenesulfonylamino]-7-aza-bicyclo[2.2.1]heptane-2,7-dicarboxylic acid 7-tert-butyl ester (Example 37, Step 5) and hydroxylamine, followed by treatment with TFA:CH2Cl2 (1:1, 0.2 mL) for 15 min, gave 3-[4-(2-methyl-quinolin-4-ylmethoxy)-benzenesulfonylamino]-7-aza-bicyclo[2.2.1]heptane-2-carboxylic acid hydroxyamide as a hygroscopic solid (0.0189 g, 37.2%). MS: 483 (M+H)+ Yields the product CC(C)(C)c1ccc(CN(CCc2ccccc2)C(=O)c2ccc(F)c3cc[nH]c23)cc1. Reactants: CC(C)(C)c1ccc(CNCCc2ccccc2)cc1, ClCCCl, ClCCl, Cl, O=C(O)c1ccc(F)c2cc[nH]c12. As a reaction SMILES: [C:14]([CH3:15])([CH3:16])([CH3:17])[c:18]1[cH:19][cH:20][c:21]([CH2:22][NH:23][CH2:24][CH2:25][c:26]2[cH:27][cH:28][cH:29][cH:30][cH:31]2)[cH:32][cH:33]1.[CH2:37]([Cl:38])[CH2:39][Cl:40].[Cl:34][CH2:35][Cl:36].[ClH:41].[F:1][c:2]1[c:3]2[cH:4][cH:5][nH:6][c:7]2[c:8]([C:11](=[O:12])[OH:13])[cH:9][cH:10]1>>[F:1][c:2]1[c:3]2[cH:4][cH:5][nH:6][c:7]2[c:8]([C:11](=[O:13])[N:23]([CH2:22][c:21]2[cH:20][cH:19][c:18]([C:14]([CH3:15])([CH3:16])[CH3:17])[cH:33][cH:32]2)[CH2:24][CH2:25][c:26]2[cH:27][cH:28][cH:29][cH:30][cH:31]2)[cH:9][cH:10]1.